describe an organic reaction: reactants, conditions, products, and yield From a dataset of the Open Reaction Database (ORD), a public repository of structured organic reaction records. The reactants are BrCc1ccccc1, Brc1ccc2cc[nH]c2c1, Cl, [H-], [Na+], CN(C)C=O, O. Product: Brc1ccc2ccn(Cc3ccccc3)c2c1. As a reaction SMILES: [Br:13][CH2:14][c:15]1[cH:16][cH:17][cH:18][cH:19][cH:20]1.[Br:1][c:2]1[cH:3][cH:4][c:5]2[cH:6][cH:7][nH:8][c:9]2[cH:10]1.[ClH:21].[H-:11].[Na+:12].[O:22]=[CH:23][N:24]([CH3:25])[CH3:26].[OH2:27]>>[Br:1][c:2]1[cH:3][cH:4][c:5]2[cH:6][cH:7][n:8]([CH2:14][c:15]3[cH:16][cH:17][cH:18][cH:19][cH:20]3)[c:9]2[cH:10]1.